Dataset: the Open Reaction Database (ORD), a public repository of structured organic reaction records. Task: describe an organic reaction: reactants, conditions, products, and yield RXN SMILES: [O:1]1[CH2:6][CH2:5][O:4][CH2:3][CH:2]1[CH:7](/[N:9]=[C:10](\[CH3:23])/[CH:11]([C:16]1[CH:21]=[CH:20][CH:19]=[CH:18][C:17]=1Br)[C:12]([O:14][CH3:15])=[O:13])[CH3:8].CC(C)([O-])C.[Na+]>O1CCOCC1>[O:1]1[CH2:6][CH2:5][O:4][CH2:3][CH:2]1[CH:7]([N:9]1[C:21]2[C:16](=[CH:17][CH:18]=[CH:19][CH:20]=2)[C:11]([C:12]([O:14][CH3:15])=[O:13])=[C:10]1[CH3:23])[CH3:8] |f:1.2|. Reactants: O1C(COCC1)C(C)\N=C(\C(C(=O)OC)C1=C(C=CC=C1)Br)/C ((E)-methyl 3-((1-(1,4-dioxan-2-yl)ethyl)imino)-2-(2-bromophenyl)butanoate), Chloro[2-(dicyclohexylphosphino)-3,6-dimethoxy-2′,4′,6′-triisopropylbiphenyl][2-(2-aminoethyl)phenyl]Pd(II), 2-Dicyclohexyphosphino-2′,6′-diisopropoxybiphenyl, CC(C)([O-])C.[Na+] (sodium tert-butoxide). Isolated yield 84.5%. Product: O1C(COCC1)C(C)N1C(=C(C2=CC=CC=C12)C(=O)OC)C (Methyl 1-(1-(1,4-dioxan-2-yl)ethyl)-2-methyl-1H-indole-3-carboxylate). Procedure: To a solution of (E)-methyl 3-((1-(1,4-dioxan-2-yl)ethyl)imino)-2-(2-bromophenyl)butanoate (400 mg, 1.1 mmol) in dioxane (3 mL) was added Chloro[2-(dicyclohexylphosphino)-3,6-dimethoxy-2′,4′,6′-triisopropylbiphenyl][2-(2-aminoethyl)phenyl]Pd(II) (160 mg, 0.2 mmol), 2-Dicyclohexyphosphino-2′,6′-diisopropoxybiphenyl (93 mg, 0.2 mmol) and sodium tert-butoxide (192 mg, 2 mmol). The resulting reaction mixture was heated to 120° C. with stirring for 30 mins in a microwave. The reaction mixture was que... Run at temperature 120 celsius, time 30 minute. The solvent is O1CCOCC1 (dioxane). The reactants are CC(=O)O, O=C1Nc2ccc(I)cc2C1=O, NNC(=O)c1ccc(-c2ccccc2)cc1. Product: O=C1Nc2ccc(I)cc2C1=NNC(=O)c1ccc(-c2ccccc2)cc1. RXN SMILES: [CH3:29][C:30](=[O:31])[OH:32].[I:1][c:2]1[cH:3][c:4]2[c:8]([cH:9][cH:10]1)[NH:7][C:6](=[O:11])[C:5]2=[O:12].[c:13]1(-[c:23]2[cH:24][cH:25][cH:26][cH:27][cH:28]2)[cH:14][cH:15][c:16]([C:19](=[O:20])[NH:21][NH2:22])[cH:17][cH:18]1>>[I:1][c:2]1[cH:3][c:4]2[c:8]([cH:9][cH:10]1)[NH:7][C:6](=[O:11])[C:5]2=[N:22][NH:21][C:19]([c:16]1[cH:15][cH:14][c:13](-[c:23]2[cH:24][cH:25][cH:26][cH:27][cH:28]2)[cH:18][cH:17]1)=[O:20]. Product: C(C)(C)(C)C=1C=C(C=CC1)[C@H](C)NC(=O)C=1C=C2C(=C(N(C2=CC1)CC=1C=CC(=C(O[C@H](C(=O)OC)C)C1)Cl)C)C ((S)-Methyl 2-(5-((5-(((S)-1-(3-(tert-butyl)phenyl)ethyl)carbamoyl)-2,3-dimethyl-1H-indol-1-yl)methyl)-2-chlorophenoxy)propanoate). Procedure: The title compound was prepared following the same protocol as described in Step 5, Example 36, using the (S)-1-(3-(tert-butyl)phenyl)ethanamine hydrochloride instead of the (S)-1-(3-cyclopropylphenyl)ethanamine hydrochloride the (S)-1-(4-chloro-3-((1-methoxy-1-oxopropan-2-yl)oxy)benzyl)-2,3-dimethyl-1H-indole-5-carboxylic acid instead of the 1-(4-(2-methoxy-2-oxoethoxy)benzyl)-2,3-dimethyl-1H-indole-5-carboxylic acid. The reactants are Cl.C(C)(C)(C)C=1C=C(C=CC1)[C@H](C)N ((S)-1-(3-(tert-butyl)phenyl)ethanamine hydrochloride), ClC1=C(C=C(CN2C(=C(C3=CC(=CC=C23)C(=O)O)C)C)C=C1)O[C@H](C(=O)OC)C ((S)-1-(4-chloro-3-((1-methoxy-1-oxopropan-2-yl)oxy)benzyl)-2,3-dimethyl-1H-indole-5-carboxylic acid). As a reaction SMILES: Cl.[C:2]([C:6]1[CH:7]=[C:8]([C@@H:12]([NH2:14])[CH3:13])[CH:9]=[CH:10][CH:11]=1)([CH3:5])([CH3:4])[CH3:3].[Cl:15][C:16]1[CH:36]=[CH:35][C:19]([CH2:20][N:21]2[C:29]3[C:24](=[CH:25][C:26]([C:30](O)=[O:31])=[CH:27][CH:28]=3)[C:23]([CH3:33])=[C:22]2[CH3:34])=[CH:18][C:17]=1[O:37][C@@H:38]([CH3:43])[C:39]([O:41][CH3:42])=[O:40]>>[C:2]([C:6]1[CH:7]=[C:8]([C@@H:12]([NH:14][C:30]([C:26]2[CH:25]=[C:24]3[C:29](=[CH:28][CH:27]=2)[N:21]([CH2:20][C:19]2[CH:35]=[CH:36][C:16]([Cl:15])=[C:17]([CH:18]=2)[O:37][C@@H:38]([CH3:43])[C:39]([O:41][CH3:42])=[O:40])[C:22]([CH3:34])=[C:23]3[CH3:33])=[O:31])[CH3:13])[CH:9]=[CH:10][CH:11]=1)([CH3:5])([CH3:3])[CH3:4] |f:0.1|. Starting materials: CCc1cccc2c1CCC2=O, [N-]=[N+]=[N-], [Na+], O, O=C(O)C(Cl)(Cl)Cl. The product is CCc1cccc2c1CCNC2=O. As a reaction SMILES: [CH2:1]([CH3:2])[c:3]1[c:4]2[c:8]([cH:9][cH:10][cH:11]1)[C:7](=[O:12])[CH2:6][CH2:5]2.[N-:21]=[N+:22]=[N-:23].[Na+:20].[OH2:24].[OH:13][C:14]([C:15]([Cl:16])([Cl:17])[Cl:18])=[O:19]>>[CH2:1]([CH3:2])[c:3]1[c:4]2[c:8]([cH:9][cH:10][cH:11]1)[C:7](=[O:12])[NH:21][CH2:6][CH2:5]2. Starting materials: O1CCCC1 (tetrahydrofuran), C(\C(\C)=C/C(=O)O)(=O)O (citraconic acid), C(C(=C)C)(=O)OCCO (hydroxyethyl methacrylate). The reagents and catalysts are CC(C)(C#N)N=NC(C)(C)C#N (AIBN). Run in C(C)C(C)(CC)OC(C)(CC)CC (diethylethyl ether). Product: C(\C(\C)=C/C(=O)O)(=O)O.C(C(=C)C)(=O)OCCO (Citraconic Acid Hydroxyethyl Methacrylate). Isolated yield 96.0%. As a reaction SMILES: O1CCCC1.[C:6]([OH:14])(=[O:13])/[C:7](=[CH:9]\[C:10]([OH:12])=[O:11])/[CH3:8].[C:15]([O:20][CH2:21][CH2:22][OH:23])(=[O:19])[C:16]([CH3:18])=[CH2:17]>C(C(OC(CC)(CC)C)(CC)C)C.CC(N=NC(C#N)(C)C)(C#N)C>[C:6]([OH:14])(=[O:13])/[C:7](=[CH:9]\[C:10]([OH:12])=[O:11])/[CH3:8].[C:15]([O:20][CH2:21][CH2:22][OH:23])(=[O:19])[C:16]([CH3:18])=[CH2:17] |f:5.6|. Reported procedure: To 20 g of tetrahydrofuran (THF) were added 5 g of citraconic acid, 5 g of hydroxyethyl methacrylate and 0.1 g of AIBN. The resulting mixture was reacted at 67° C. for 3 hours, after which, the resulting solution was dropped in diethylethyl ether, thereby obtaining 9.6 g of a photoresist polymer of Formula (IIc). Run in solution, C(C)#N (acetonitrile). Yields the product N(C1=CC=CC=C1)CCCCCCS(=O)(=O)O (6-anilino-1-hexanesulfonic acid). The reactants are [Na+].N(C1=CC=CC=C1)CCCCCCS(=O)(=O)[O-] (6-Anilino 1-hexanesulfonic acid sodium salt). Procedure: 6-Anilino 1-hexanesulfonic acid sodium salt (11.2 g, 0.5 mol) is dissolved in aqueous 0.5M HCLO4 solution (30 mL) and acetonitrile (400 mL) is added to the solution. The solution is filtered and the filtrate is kept in a refrigerator overnight to obtain 6-anilino-1-hexanesulfonic acid as a precipitate. Reaction SMILES: [Na+].[NH:2]([CH2:9][CH2:10][CH2:11][CH2:12][CH2:13][CH2:14][S:15]([O-:18])(=[O:17])=[O:16])[C:3]1[CH:8]=[CH:7][CH:6]=[CH:5][CH:4]=1>C(#N)C>[NH:2]([CH2:9][CH2:10][CH2:11][CH2:12][CH2:13][CH2:14][S:15]([OH:18])(=[O:16])=[O:17])[C:3]1[CH:4]=[CH:5][CH:6]=[CH:7][CH:8]=1 |f:0.1|.